Dataset: the Open Reaction Database (ORD), a public repository of structured organic reaction records. Task: describe an organic reaction: reactants, conditions, products, and yield Starting materials: COCCO, CNc1nc(Cl)ncc1C(F)(F)F, Nc1ccc(C(=O)N2CCOCC2)cc1OCCF, O=C(O)C(F)(F)F. Yields the product CNc1nc(Nc2ccc(C(=O)N3CCOCC3)cc2OCCF)ncc1C(F)(F)F. Reaction SMILES: [CH3:40][O:41][CH2:42][CH2:43][OH:44].[Cl:1][c:2]1[n:3][cH:4][c:5]([C:10]([F:11])([F:12])[F:13])[c:6]([NH:8][CH3:9])[n:7]1.[NH2:14][c:15]1[c:16]([O:29][CH2:30][CH2:31][F:32])[cH:17][c:18]([C:21](=[O:22])[N:23]2[CH2:24][CH2:25][O:26][CH2:27][CH2:28]2)[cH:19][cH:20]1.[OH:33][C:34]([C:35]([F:36])([F:37])[F:38])=[O:39]>>[c:2]1([NH:14][c:15]2[c:16]([O:29][CH2:30][CH2:31][F:32])[cH:17][c:18]([C:21](=[O:22])[N:23]3[CH2:24][CH2:25][O:26][CH2:27][CH2:28]3)[cH:19][cH:20]2)[n:3][cH:4][c:5]([C:10]([F:11])([F:12])[F:13])[c:6]([NH:8][CH3:9])[n:7]1. Starting materials: CCOC(C)=O, CC(C)(C)OC(=O)N1CC(F)CC1C(N)=O, CCOC(C)=O, Cl. Yields the product Cl, NC(=O)C1CC(F)CN1. As a reaction SMILES: [C:17]([O:18][CH2:19][CH3:20])(=[O:21])[CH3:22].[C:1]([O:2][C:3](=[O:4])[N:8]1[CH:9]([C:14]([NH2:15])=[O:16])[CH2:10][CH:11]([F:13])[CH2:12]1)([CH3:5])([CH3:6])[CH3:7].[CH3:24][CH2:25][O:26][C:27](=[O:28])[CH3:29].[ClH:23]>>[ClH:23].[NH:8]1[CH:9]([C:14]([NH2:15])=[O:16])[CH2:10][CH:11]([F:13])[CH2:12]1. Starting materials: COc1ccc(P2(=S)SP(=S)(c3ccc(OC)cc3)S2)cc1, CN(C)P(=O)(N(C)C)N(C)C, CC1CC(=O)N(c2ccc(F)cc2)C(=O)C1, O. Yields the product CC1CC(=O)N(c2ccc(F)cc2)C(=S)C1. Reaction SMILES: [CH3:17][O:18][c:19]1[cH:20][cH:21][c:22]([P:23]2(=[S:24])[S:25][P:27](=[S:28])([c:29]3[cH:30][cH:31][c:32]([O:33][CH3:34])[cH:35][cH:36]3)[S:26]2)[cH:37][cH:38]1.[CH3:39][N:40]([P:41]([N:42]([CH3:43])[CH3:44])([N:45]([CH3:46])[CH3:47])=[O:48])[CH3:49].[F:1][c:2]1[cH:3][cH:4][c:5]([N:8]2[C:9](=[O:16])[CH2:10][CH:11]([CH3:15])[CH2:12][C:13]2=[O:14])[cH:6][cH:7]1.[OH2:50]>>[F:1][c:2]1[cH:3][cH:4][c:5]([N:8]2[C:9](=[S:26])[CH2:10][CH:11]([CH3:15])[CH2:12][C:13]2=[O:14])[cH:6][cH:7]1. Starting materials: COCCBr, COC(=O)c1cc(O)cc(C(C)(C)C)c1, [H-], [Na+], CN(C)C=O. Product: COCCOc1cc(C(=O)OC)cc(C(C)(C)C)c1. RXN SMILES: [Br:16][CH2:17][CH2:18][O:19][CH3:20].[C:1]([CH3:2])([CH3:3])([CH3:4])[c:5]1[cH:6][c:7]([C:8](=[O:9])[O:10][CH3:11])[cH:12][c:13]([OH:15])[cH:14]1.[H-:21].[Na+:22].[O:23]=[CH:24][N:25]([CH3:26])[CH3:27]>>[C:1]([CH3:2])([CH3:3])([CH3:4])[c:5]1[cH:6][c:7]([C:8](=[O:9])[O:10][CH3:11])[cH:12][c:13]([O:15][CH2:17][CH2:18][O:19][CH3:20])[cH:14]1. The reactants are C1(CC1)NC(=O)C1=CN(C2=NC=CC=C2C1=O)C1=CC(=CC=C1)C1=CC=C(C=C1)SCC (N-Cyclopropyl-1-[3-(4-ethylthiophenyl)phenyl]-1,4-dihydro[1,8]naphthyridin-4-one-3-carboxamide), C(Cl)Cl (methylene chloride), O.O.O.O.O.O.C(C=1C(C(=O)[O-])=CC=CC1)(=O)O[O-].[Mg+2] (magnesium monoperoxyphthalate hexahydrate). Run in CO (methanol). Reaction conditions: time 2 hour. Product: C1(CC1)NC(=O)C1=CN(C2=NC=CC=C2C1=O)C1=CC(=CC=C1)C1=CC=C(C=C1)S(=O)CC (N-Cyclopropyl-1-[3-(4-ethylsulfinylphenyl)phenyl]-1,4-dihydro[1,8]naphthyridin-4-one-3-carboxamide). RXN SMILES: [CH:1]1([NH:4][C:5]([C:7]2[C:16](=[O:17])[C:15]3[C:10](=[N:11][CH:12]=[CH:13][CH:14]=3)[N:9]([C:18]3[CH:23]=[CH:22][CH:21]=[C:20]([C:24]4[CH:29]=[CH:28][C:27]([S:30][CH2:31][CH3:32])=[CH:26][CH:25]=4)[CH:19]=3)[CH:8]=2)=[O:6])[CH2:3][CH2:2]1.C(Cl)Cl.O.O.O.O.O.O.C(O[O-])(=O)C1C(=CC=CC=1)C([O-])=[O:46].[Mg+2]>CO>[CH:1]1([NH:4][C:5]([C:7]2[C:16](=[O:17])[C:15]3[C:10](=[N:11][CH:12]=[CH:13][CH:14]=3)[N:9]([C:18]3[CH:23]=[CH:22][CH:21]=[C:20]([C:24]4[CH:25]=[CH:26][C:27]([S:30]([CH2:31][CH3:32])=[O:46])=[CH:28][CH:29]=4)[CH:19]=3)[CH:8]=2)=[O:6])[CH2:3][CH2:2]1 |f:2.3.4.5.6.7.8.9|. Procedure details: To a solution of N-cyclopropyl-1-[3-(4-ethylthiophenyl)phenyl]-1,4-dihydro[1,8]naphthyridin-4-one-3-carboxamide from Example 18, in a 1:1 mixture of methylene chloride and methanol (9 ml/mmol), was added at 0° C. magnesium monoperoxyphthalate hexahydrate (MMPP, 0.5 molareq) and the resulting mixture was stirred in the cold for 2 hours. The mixture was quenched with saturated aqueous sodium bicarbonate and partitioned between methylene chloride and water. The crude product from the organic phase ... Reactants: [K] (potassium), FC1=C(C=C(C=C1)I)C (2-fluoro-5-iodotoluene), O (water), S([O-])(O)(=O)=O.[Na+] (sodium bisulfate), Cl (hydrochloric acid). Run in C(Cl)Cl (methylene chloride). Yields the product FC1=C(C(=O)O)C=C(C=C1)I (2-fluoro-5-iodobenzoic acid). Isolated yield 15.0%. As a reaction SMILES: [K].[F:2][C:3]1[CH:8]=[CH:7][C:6]([I:9])=[CH:5][C:4]=1[CH3:10].S(=O)(=O)(O)[O-:12].[Na+].Cl.[OH2:18]>C(Cl)Cl>[F:2][C:3]1[CH:8]=[CH:7][C:6]([I:9])=[CH:5][C:4]=1[C:10]([OH:12])=[O:18] |f:2.3,^1:0|. Procedure: To 8.1 g (51.3 mmol) of potassium permangante in 150 mL of water are added 5.0 g (21.1 mmol) of 2-fluoro-5-iodotoluene. The reaction mixture is heated at reflux for 4 hours. After being cooled to room temperature, the reaction mixture is poured into 250 mL of methylene chloride of sodium bisulfate, and 1N hydrochloric acid. The organic layer is separated, washed with water and dried over sodium sulfate. The solvent is removed in vacuo and the solid triturated with hexane to give 0.86 g (15%) of ... Reactants: FC(C=1C=C(C=C(C1)C(F)(F)F)CO[C@H]1[C@H](N(CCC1)CC1=NN=NN1)C1=CC=CC=C1)(F)F (5-[{(2R*,3R*)-3-((3,5-Bis(trifluoromethyl)phenyl)methyloxy)-2-phenylpiperidino}methyl]tetrazole), [OH-].[Na+] (sodium hydroxide), S(=O)(=O)(OC)OC (dimethyl sulphate). The solvent is O (water). Conditions: temperature 96 celsius, time 1 hour. The product is FC(C=1C=C(C=C(C1)C(F)(F)F)CO[C@H]1[C@H](N(CCC1)CC=1N=NN(N1)C)C1=CC=CC=C1)(F)F (5-[{(2R*,3R*)-3-((3,5-Bis(trifluoromethyl)phenyl) methyloxy)-2-phenylpiperidino}methyl]-2-methyltetrazole). The yield is 19.4%. RXN SMILES: [F:1][C:2]([F:34])([F:33])[C:3]1[CH:4]=[C:5]([CH2:13][O:14][C@@H:15]2[CH2:20][CH2:19][CH2:18][N:17]([CH2:21][C:22]3[NH:26][N:25]=[N:24][N:23]=3)[C@@H:16]2[C:27]2[CH:32]=[CH:31][CH:30]=[CH:29][CH:28]=2)[CH:6]=[C:7]([C:9]([F:12])([F:11])[F:10])[CH:8]=1.[OH-].[Na+].S(OC)(O[CH3:41])(=O)=O>O>[F:12][C:9]([F:11])([F:10])[C:7]1[CH:6]=[C:5]([CH2:13][O:14][C@@H:15]2[CH2:20][CH2:19][CH2:18][N:17]([CH2:21][C:22]3[N:23]=[N:24][N:25]([CH3:41])[N:26]=3)[C@@H:16]2[C:27]2[CH:32]=[CH:31][CH:30]=[CH:29][CH:28]=2)[CH:4]=[C:3]([C:2]([F:1])([F:33])[F:34])[CH:8]=1 |f:1.2|. Procedure: The compound of Example 7 (500 mg) was suspended in water (4 ml) and sodium hydroxide (44 mg) added. This was heated to an external temperature of 96° C. and dimethyl sulphate (65 mg) added. The reaction mixture was allowed to stir under nitrogen at 96° C. for 1 h after which time stirring was continued for 24 h at 5° C. After this time, the product was extracted into dichloromethane and washed with water and brine. The organic layer was dried (MgSO4) and evaporated. The residue was purified on ... Starting materials: CCOC(=O)c1ccc(OC)c(OCCCC(F)(F)F)c1, C1CCOC1, Cl, [Na+], [OH-], O. Product: COc1ccc(C(=O)O)cc1OCCCC(F)(F)F. RXN SMILES: [CH2:1]([CH3:2])[O:3][C:4]([c:5]1[cH:6][c:7]([O:13][CH2:14][CH2:15][CH2:16][C:17]([F:18])([F:19])[F:20])[c:8]([O:11][CH3:12])[cH:9][cH:10]1)=[O:21].[CH2:26]1[O:27][CH2:28][CH2:29][CH2:30]1.[ClH:25].[Na+:23].[OH-:22].[OH2:24]>>[O:3]=[C:4]([c:5]1[cH:6][c:7]([O:13][CH2:14][CH2:15][CH2:16][C:17]([F:18])([F:19])[F:20])[c:8]([O:11][CH3:12])[cH:9][cH:10]1)[OH:21].